This data is from the Open Reaction Database (ORD), a public repository of structured organic reaction records. The task is: describe an organic reaction: reactants, conditions, products, and yield Reaction conditions: temperature 6 celsius, time 20 minute. Solvent: O (water), O (water), O (water), O (water). Reported procedure: A mixture of crystallized sodium sulfide (1.8 g, 0.01 mole) and powdered sulfur (0.24 g) was dissolved by heating and stirring in 2 cc of boiled water. A solution of 0.3 g of sodium hydroxide in 1 cc of water was then added and the mixture was cooled stepwise as detailed above. Four cc of water, 1 g (0.007 mole) of 5-fluoro-anthranilic acid and 1.4 cc of concentrated hydrochloric acid were added to a separate beaker which was set by a freezing mixture to 0° C. The mixture was stirred and cooled ... Reactants: N(=O)[O-].[Na+] (sodium nitrite), Cl (hydrochloric acid), [OH-].[Na+] (sodium hydroxide), FC1=CC=C(C(C(=O)O)=C1)N (5-fluoro-anthranilic acid), Cl (hydrochloric acid), Congo red, ice, ice, [S-2].[Na+].[Na+] (sodium sulfide), [S] (sulfur), N(=O)[O-] (nitrite), diazo, sulfide. RXN SMILES: [S-2:1].[Na+].[Na+].[S].[OH-].[Na+].[F:7][C:8]1[CH:16]=[C:12]([C:13]([OH:15])=[O:14])[C:11](N)=[CH:10][CH:9]=1.Cl.N([O-])=O.[Na+].N([O-])=O>O>[F:7][C:8]1[CH:16]=[C:12]([C:13]([OH:15])=[O:14])[C:11]([SH:1])=[CH:10][CH:9]=1 |f:0.1.2,4.5,8.9,^3:3|. Yields the product FC1=CC=C(C(C(=O)O)=C1)S (5-Fluorothiosalicylic Acid).